From a dataset of the Open Reaction Database (ORD), a public repository of structured organic reaction records. describe an organic reaction: reactants, conditions, products, and yield Reactants: CC1=CC=C(C=C1)S(=O)(=O)OC[C@@H]1[C@H]([C@@H]([C@H]([C@]2(O1)OCC1=CC(=C(C=C12)CC1=CC=C(C=C1)CC)Cl)O)O)O (((1S,3′R,4′S,5′S,6′R)-5-chloro-6-(4-ethylbenzyl)-3′,4′,5′-trihydroxy-3′,4′,5′,6′-tetrahydro-3H-spiro[isobenzofuran-1,2′-pyran]-6′-yl)methyl 4-methylbenzenesulfonate), C[O-].[Na+] (sodium methoxide). Reaction conditions: time 8 hour. The product is ClC=1C=C2CO[C@]3(O[C@@H]([C@H]([C@@H]([C@H]3O)O)O)COC)C2=CC1CC1=CC=C(C=C1)CC ((1S,3′R,4′S,5′S,6′R)-5-chloro-6-(4-ethylbenzyl)-6′-(methoxymethyl)-3′,4′,5′,6′-tetrahydro-3H-spiro[isobenzofuran-1,2′-pyran]-3′,4′,5′-triol). Reaction SMILES: CC1C=CC(S([O:11][CH2:12][C@H:13]2[O:18][C@@:17]3([C:26]4[C:21](=[CH:22][C:23]([Cl:36])=[C:24]([CH2:27][C:28]5[CH:33]=[CH:32][C:31]([CH2:34][CH3:35])=[CH:30][CH:29]=5)[CH:25]=4)[CH2:20][O:19]3)[C@H:16]([OH:37])[C@@H:15]([OH:38])[C@@H:14]2[OH:39])(=O)=O)=CC=1.[CH3:40][O-].[Na+]>>[Cl:36][C:23]1[CH:22]=[C:21]2[C:26](=[CH:25][C:24]=1[CH2:27][C:28]1[CH:35]=[CH:34][C:31]([CH2:32][CH3:33])=[CH:30][CH:29]=1)[C@:17]1([C@H:16]([OH:37])[C@@H:15]([OH:38])[C@H:14]([OH:39])[C@@H:13]([CH2:12][O:11][CH3:40])[O:18]1)[O:19][CH2:20]2 |f:1.2|. Procedure: To ((1S,3′R,4′S,5′S,6′R)-5-chloro-6-(4-ethylbenzyl)-3′,4′,5′-trihydroxy-3′,4′,5′,6′-tetrahydro-3H-spiro[isobenzofuran-1,2′-pyran]-6′-yl)methyl 4-methylbenzenesulfonate (14 mg, 0.0243 mmol) was added 1 mL of freshly prepared sodium methoxide solution (3 M). After stirring overnight, the reaction was quenched with 2 mL of water. The organic solvent was distilled off and the water layer was extracted with ethyl acetate. The combined organic layers were washed with brine prior to drying over Na2SO4.... Solvent: hexanes, CCCCCC (hexane). Procedure details: A solution of methylidene triphenyl phosphorane [generated from methyl triphenylphosphonium bromide (7 g, 20 mmol) and (1 1.8 mL, 19 mmol) of a 1.6M solution of n-butyl lithium in hexanes ] was added 6-bromo-2,2,4,4-tetramethyl chroman-8-carbaldehyde (Intermediate 30, 0.52 g, 1.75 mmol). After 1 h the reaction mixture was diluted with hexane, washed with brine (×1), dried over anhydrous sodium sulfate, filtered and evaporated in vacuo to a clear oil which was subjected to flash column chromatogr... Yields the product BrC=1C=C2C(CC(OC2=C(C1)C=C)(C)C)(C)C (6-Bromo-8-vinyl -2,2,4,4-tetramethyl-chroman). Isolated yield 72.0%. Reagents/catalysts: [Br-].C[P+](C1=CC=CC=C1)(C1=CC=CC=C1)C1=CC=CC=C1 (methyl triphenylphosphonium bromide). Starting materials: C=P(C1=CC=CC=C1)(C1=CC=CC=C1)C1=CC=CC=C1 (methylidene triphenyl phosphorane), C(CCC)[Li] (n-butyl lithium), BrC=1C=C2C(CC(OC2=C(C1)C=O)(C)C)(C)C (6-bromo-2,2,4,4-tetramethyl chroman-8-carbaldehyde), BrC=1C=C2C(CC(OC2=C(C1)C=O)(C)C)(C)C (6-bromo-2,2,4,4-tetramethyl chroman-8-carbaldehyde), C(C)OC(C1=CC=C(C=C1)C#CC1=CC=2C(CCC(C2C=C1)NC1CC1)(C)C)=O (4-(5-cyclopropylamino-8,8-dimethyl-5,6,7,8-tetrahydro-naphthalene-2-ylethynyl)-benzoic acid ethyl ester), solution. As a reaction SMILES: [CH2:1]=P(C1C=CC=CC=1)(C1C=CC=CC=1)C1C=CC=CC=1.C(OC(=O)C1C=CC(C#CC2C=CC3C(NC4CC4)CCC(C)(C)C=3C=2)=CC=1)C.C([Li])CCC.[Br:55][C:56]1[CH:57]=[C:58]2[C:63](=[C:64]([CH:66]=O)[CH:65]=1)[O:62][C:61]([CH3:69])([CH3:68])[CH2:60][C:59]2([CH3:71])[CH3:70]>[Br-].C[P+](C1C=CC=CC=1)(C1C=CC=CC=1)C1C=CC=CC=1.CCCCCC>[Br:55][C:56]1[CH:57]=[C:58]2[C:63](=[C:64]([CH:66]=[CH2:1])[CH:65]=1)[O:62][C:61]([CH3:69])([CH3:68])[CH2:60][C:59]2([CH3:71])[CH3:70] |f:4.5|. Starting materials: Fc1ccc(-c2ccc(C3CCC(Br)CC3)cc2F)cc1F, CCCC[SiH]1CCC(CCBr)CC1, C1CCOC1, CCOP(=O)(OCC)OCC, [Cu]I, [Mg]. Product: CCCC[SiH]1CCC(CCC2CCC(c3ccc(-c4ccc(F)c(F)c4)c(F)c3)CC2)CC1. Reaction SMILES: [Br:1][CH:2]1[CH2:3][CH2:4][CH:5]([c:8]2[cH:9][c:10]([F:22])[c:11](-[c:14]3[cH:15][c:16]([F:21])[c:17]([F:20])[cH:18][cH:19]3)[cH:12][cH:13]2)[CH2:6][CH2:7]1.[Br:35][CH2:36][CH2:37][CH:38]1[CH2:39][CH2:40][SiH:41]([CH2:44][CH2:45][CH2:46][CH3:47])[CH2:42][CH2:43]1.[CH2:50]1[O:51][CH2:52][CH2:53][CH2:54]1.[CH3:24][CH2:25][O:26][P:27]([O:28][CH2:29][CH3:30])([O:31][CH2:32][CH3:33])=[O:34].[Cu:48][I:49].[Mg:23]>>[CH:2]1([CH2:36][CH2:37][CH:38]2[CH2:39][CH2:40][SiH:41]([CH2:44][CH2:45][CH2:46][CH3:47])[CH2:42][CH2:43]2)[CH2:3][CH2:4][CH:5]([c:8]2[cH:9][c:10]([F:22])[c:11](-[c:14]3[cH:15][c:16]([F:21])[c:17]([F:20])[cH:18][cH:19]3)[cH:12][cH:13]2)[CH2:6][CH2:7]1. Starting materials: S(=O)(=O)(OCCOCCOCCCC)C1=CC=C(C)C=C1 (2-(2-butoxyethoxy)-ethyl tosylate), OC1=CC2=C(OCO2)C=C1 (5-hydroxy-benzo[1.3]dioxole), C([O-])([O-])=O.[K+].[K+] (potassium carbonate). Run in CC(=O)C (acetone). Conditions: time 6 hour. Yields the product C(CCC)OCCOCCOC1=CC2=C(OCO2)C=C1 (5-[2-(2-butoxyethoxy)-ethoxy] benzo[1.3]dioxole). RXN SMILES: S(C1C=CC(C)=CC=1)(O[CH2:5][CH2:6][O:7][CH2:8][CH2:9][O:10][CH2:11][CH2:12][CH2:13][CH3:14])(=O)=O.[OH:22][C:23]1[CH:31]=[CH:30][C:26]2[O:27][CH2:28][O:29][C:25]=2[CH:24]=1.C(=O)([O-])[O-].[K+].[K+]>CC(C)=O>[CH2:11]([O:10][CH2:9][CH2:8][O:7][CH2:6][CH2:5][O:22][C:23]1[CH:31]=[CH:30][C:26]2[O:27][CH2:28][O:29][C:25]=2[CH:24]=1)[CH2:12][CH2:13][CH3:14] |f:2.3.4|. Procedure: 34.04 g (0.105 moles) of 2-(2-butoxyethoxy)-ethyl tosylate (95%) were reacted with 14.5 g (0.105 moles) of 5-hydroxy-benzo[1.3]dioxole and 14.5 g (0.105 moles) of anhydrous potassium carbonate in 125 ml of acetone. The mixture was heated to reflux for 2 hrs, cooled to room temperature and kept, under stirring, at that temperature for 6 hrs. The mixture was then filtered and the organic solution was evaporated u.v. (20° C./21 mbar) . The residue was diluted with 100 ml of dichloromethane and wash... The reactants are O=CC(=O)O, CC(C)=O, NC(=O)c1ccccc1. Product: O=C(NC(O)C(=O)O)c1ccccc1. RXN SMILES: [C:10]([CH:11]=[O:12])(=[O:13])[OH:14].[CH3:15][C:16](=[O:17])[CH3:18].[NH2:1][C:2](=[O:3])[c:4]1[cH:5][cH:6][cH:7][cH:8][cH:9]1>>[NH:1]([C:2](=[O:3])[c:4]1[cH:5][cH:6][cH:7][cH:8][cH:9]1)[CH:11]([C:10](=[O:13])[OH:14])[OH:12].